This data is from the Open Reaction Database (ORD), a public repository of structured organic reaction records. The task is: describe an organic reaction: reactants, conditions, products, and yield Reactants: [BH4-], CO, O=C1CCOc2cc(F)ccc21, [Na+]. Product: OC1CCOc2cc(F)ccc21. Reaction SMILES: [BH4-:13].[CH3:15][OH:16].[F:1][c:2]1[cH:3][cH:4][c:5]2[c:10]([cH:11]1)[O:9][CH2:8][CH2:7][C:6]2=[O:12].[Na+:14]>>[F:1][c:2]1[cH:3][cH:4][c:5]2[c:10]([cH:11]1)[O:9][CH2:8][CH2:7][CH:6]2[OH:12]. Reactants: O=C([O-])[O-], CI, CC(C)=O, [K+], [K+], CC1(Cc2ccc3c(c2)OCCO3)CN(C(c2ccccc2)c2ccccc2)CCN1. Yields the product CN1CCN(C(c2ccccc2)c2ccccc2)CC1(C)Cc1ccc2c(c1)OCCO2. RXN SMILES: [C:32](=[O:33])([O-:34])[O-:35].[CH3:38][I:39].[CH3:40][C:41](=[O:42])[CH3:43].[K+:36].[K+:37].[c:1]1([CH:7]([N:8]2[CH2:9][C:10]([CH2:14][c:15]3[cH:16][c:17]4[c:18]([cH:19][cH:20]3)[O:21][CH2:22][CH2:23][O:24]4)([CH3:25])[NH:11][CH2:12][CH2:13]2)[c:26]2[cH:27][cH:28][cH:29][cH:30][cH:31]2)[cH:2][cH:3][cH:4][cH:5][cH:6]1>>[c:1]1([CH:7]([N:8]2[CH2:9][C:10]([CH2:14][c:15]3[cH:16][c:17]4[c:18]([cH:19][cH:20]3)[O:21][CH2:22][CH2:23][O:24]4)([CH3:25])[N:11]([CH3:32])[CH2:12][CH2:13]2)[c:26]2[cH:27][cH:28][cH:29][cH:30][cH:31]2)[cH:2][cH:3][cH:4][cH:5][cH:6]1. Reactants: COC(\C(=C(/C1=C(C=C(C=C1)OC)OCC(=O)OCC)\C1=CN=C(N1OCOC(C)[Si](C)(C)C)CCCC)\CC1=CC2=C(C=C1)OCO2)=O (Methyl-(2E)-3(2-n-Butyl-1-trimethylsilylethyloxymethoxy-1H-imidazol-5-yl)-3-(2-ethoxycarbonylmethoxy-4-methoxyphenyl)-2-(3,4-methylenedioxybenzyl)prop-2-enoate). Solvent: [OH-].[Na+] (NaOH), C(C)(C)O (isopropanol). Product: hydrochloride salt, C(CCC)C=1N(C(=CN1)/C(=C(/C(=O)O)\CC1=CC2=C(C=C1)OCO2)/C2=C(C=C(C=C2)OC)OCC(=O)O)OCOC(C)[Si](C)(C)C ((2E)-3(2-n-Butyl-1-trimethylsilylethyloxymethoxy-1H-imidazol-5-yl)-3-(2-carboxymethoxy-4-methoxyphenyl)-2-(3,4-methylenedioxybenzyl)prop-2-enoic acid). As a reaction SMILES: C[O:2][C:3](=[O:49])/[C:4](/[CH2:39][C:40]1[CH:45]=[CH:44][C:43]2[O:46][CH2:47][O:48][C:42]=2[CH:41]=1)=[C:5](/[C:21]1[N:25]([O:26][CH2:27][O:28][CH:29]([Si:31]([CH3:34])([CH3:33])[CH3:32])[CH3:30])[C:24]([CH2:35][CH2:36][CH2:37][CH3:38])=[N:23][CH:22]=1)\[C:6]1[CH:11]=[CH:10][C:9]([O:12][CH3:13])=[CH:8][C:7]=1[O:14][CH2:15][C:16]([O:18]CC)=[O:17]>[OH-].[Na+].C(O)(C)C>[CH2:35]([C:24]1[N:25]([O:26][CH2:27][O:28][CH:29]([Si:31]([CH3:32])([CH3:33])[CH3:34])[CH3:30])[C:21](/[C:5](/[C:6]2[CH:11]=[CH:10][C:9]([O:12][CH3:13])=[CH:8][C:7]=2[O:14][CH2:15][C:16]([OH:18])=[O:17])=[C:4](\[CH2:39][C:40]2[CH:45]=[CH:44][C:43]3[O:46][CH2:47][O:48][C:42]=3[CH:41]=2)/[C:3]([OH:49])=[O:2])=[CH:22][N:23]=1)[CH2:36][CH2:37][CH3:38] |f:1.2|. Reported procedure: Methyl-(2E)-3(2-n-Butyl-1-trimethylsilylethyloxymethoxy-1H-imidazol-5-yl)-3-(2-ethoxycarbonylmethoxy-4-methoxyphenyl)-2-(3,4-methylenedioxybenzyl)prop-2-enoate (123 mg, 0.181 mmol) in 2.5N NaOH (2.0 ml) and isopropanol (2.0 ml) was heated under argon at 95° for 18 h. The solvent (i-PrOH) was removed under reduced pressure and the residue was diluted with H2O and washed with EtOAc. The pH of the aqueous layer was lowered to 3.5-4.5 with 1M HCl and the resultant precipitate was collected and air-d... Reactants: glass, C(C)(C)(C)OOC(C(=O)[O-])(CCCC)CC (t-butylperoxy(2-ethylhexanoate)), C(CCC)OC1=CC=C(C=C)C=C1 (p-butoxystyrene), OC1=CC=C(C=C)C=C1 (p-hydroxystyrene), C(C=C)(=O)OC(C)(C)C (t-butyl acrylate). Solvent: CC(=O)C (acetone). Reaction conditions: temperature 90 celsius. The product is C(CCC)OC1=CC=C(C=C)C=C1.OC1=CC=C(C=C)C=C1.C(C=C)(=O)OC(C)(C)C (p-butoxystyrene p-hydroxystyrene t-butyl acrylate). The yield is 70.0%. As a reaction SMILES: [CH2:1]([O:5][C:6]1[CH:13]=[CH:12][C:9]([CH:10]=[CH2:11])=[CH:8][CH:7]=1)[CH2:2][CH2:3][CH3:4].[OH:14][C:15]1[CH:22]=[CH:21][C:18]([CH:19]=[CH2:20])=[CH:17][CH:16]=1.[C:23]([O:27][C:28]([CH3:31])([CH3:30])[CH3:29])(=[O:26])[CH:24]=[CH2:25].C(OOC(CC)(CCCC)C([O-])=O)(C)(C)C>CC(C)=O>[CH2:1]([O:5][C:6]1[CH:7]=[CH:8][C:9]([CH:10]=[CH2:11])=[CH:12][CH:13]=1)[CH2:2][CH2:3][CH3:4].[OH:14][C:15]1[CH:22]=[CH:21][C:18]([CH:19]=[CH2:20])=[CH:17][CH:16]=1.[C:23]([O:27][C:28]([CH3:31])([CH3:30])[CH3:29])(=[O:26])[CH:24]=[CH2:25] |f:5.6.7|. Reported procedure: In an autoclave equipped with a 1.0-liter glass polymerization vessel and purged with nitrogen, polymerization reaction was carried out by dissolving 19.4 grams (0.11 mol) of p-butoxystyrene, 13.2 grams (0.11 mol) of p-hydroxystyrene and 25.0 grams (0.20 mol) of t-butyl acrylate in 300 grams of acetone, adding 3.5 grams of t-butylperoxy(2-ethylhexanoate) as a polymerization catalyst, and heating the mixture at 90° C. Thereafter, the catalyst was added in incremental amounts, that is, 1.0 grams a...